Dataset: the Open Reaction Database (ORD), a public repository of structured organic reaction records. Task: describe an organic reaction: reactants, conditions, products, and yield The reactants are O=Cc1ccc(Oc2ccc(OCc3ccccc3)cc2)cc1, CC(C)=O, [O-][Cl+][O-], NS(=O)(=O)O, [Na+], O. The product is O=C(O)c1ccc(Oc2ccc(OCc3ccccc3)cc2)cc1. As a reaction SMILES: [CH2:6]([c:7]1[cH:8][cH:9][cH:10][cH:11][cH:12]1)[O:13][c:14]1[cH:15][cH:16][c:17]([O:18][c:19]2[cH:20][cH:21][c:22]([CH:23]=[O:24])[cH:25][cH:26]2)[cH:27][cH:28]1.[CH3:34][C:35](=[O:36])[CH3:37].[Cl+:29]([O-:30])[O-:31].[NH2:1][S:2](=[O:3])(=[O:4])[OH:5].[Na+:32].[OH2:33]>>[CH2:6]([c:7]1[cH:8][cH:9][cH:10][cH:11][cH:12]1)[O:13][c:14]1[cH:15][cH:16][c:17]([O:18][c:19]2[cH:20][cH:21][c:22]([C:23](=[O:24])[OH:30])[cH:25][cH:26]2)[cH:27][cH:28]1. Starting materials: CO, Cc1ccc(F)cc1-c1cc(N2CC3COCCN3CC2CO[Si](C)(C)C(C)(C)C)ncc1N(C)C(=O)C(C)(C)c1cc(C(F)(F)F)cc(C(F)(F)F)c1. Yields the product Cc1ccc(F)cc1-c1cc(N2CC3COCCN3CC2CO)ncc1N(C)C(=O)C(C)(C)c1cc(C(F)(F)F)cc(C(F)(F)F)c1. RXN SMILES: [CH3:55][OH:56].[F:1][C:2]([c:3]1[cH:4][c:5]([C:13]([C:14](=[O:15])[N:16]([CH3:17])[c:18]2[cH:19][n:20][c:21]([N:32]3[CH2:33][CH:34]4[CH2:35][O:36][CH2:37][CH2:38][N:39]4[CH2:40][CH:41]3[CH2:42][O:43][Si:44]([C:45]([CH3:46])([CH3:47])[CH3:48])([CH3:49])[CH3:50])[cH:22][c:23]2-[c:24]2[c:25]([CH3:31])[cH:26][cH:27][c:28]([F:30])[cH:29]2)([CH3:51])[CH3:52])[cH:6][c:7]([C:9]([F:10])([F:11])[F:12])[cH:8]1)([F:53])[F:54]>>[F:1][C:2]([c:3]1[cH:4][c:5]([C:13]([C:14](=[O:15])[N:16]([CH3:17])[c:18]2[cH:19][n:20][c:21]([N:32]3[CH2:33][CH:34]4[CH2:35][O:36][CH2:37][CH2:38][N:39]4[CH2:40][CH:41]3[CH2:42][OH:43])[cH:22][c:23]2-[c:24]2[c:25]([CH3:31])[cH:26][cH:27][c:28]([F:30])[cH:29]2)([CH3:51])[CH3:52])[cH:6][c:7]([C:9]([F:10])([F:11])[F:12])[cH:8]1)([F:53])[F:54]. Starting materials: CC(C)(C)[O-], CC(C)(C)O, Fc1ccccc1CBr, CN(C)C=O, O=Cc1cc(O)cc(O)c1. Product: O=Cc1cc(O)cc(OCc2ccccc2F)c1. As a reaction SMILES: [CH3:16][C:17]([CH3:18])([O-:19])[CH3:20].[CH3:30][C:31]([OH:32])([CH3:33])[CH3:34].[F:21][c:22]1[c:23]([CH2:24][Br:25])[cH:26][cH:27][cH:28][cH:29]1.[O:11]=[CH:12][N:13]([CH3:14])[CH3:15].[OH:1][c:2]1[cH:3][c:4]([CH:5]=[O:6])[cH:7][c:8]([OH:10])[cH:9]1>>[O:1]([c:2]1[cH:3][c:4]([CH:5]=[O:6])[cH:7][c:8]([OH:10])[cH:9]1)[CH2:24][c:23]1[c:22]([F:21])[cH:29][cH:28][cH:27][cH:26]1. The reactants are C1CCOC1, COC(=O)c1cccc2c1c(CNC1CN3CCC1CC3)nn2-c1ccc(F)cc1, [Li+], [OH-], O, O. The product is O=C([O-])c1cccc2c1c(CNC1CN3CCC1CC3)nn2-c1ccc(F)cc1, [Li+]. RXN SMILES: [CH2:35]1[O:36][CH2:37][CH2:38][CH2:39]1.[F:1][c:2]1[cH:3][cH:4][c:5](-[n:8]2[n:9][c:10]([CH2:21][NH:22][CH:23]3[CH2:24][N:25]4[CH2:26][CH2:27][CH:28]3[CH2:29][CH2:30]4)[c:11]3[c:12]([C:17](=[O:18])[O:19][CH3:20])[cH:13][cH:14][cH:15][c:16]23)[cH:6][cH:7]1.[Li+:34].[OH-:33].[OH2:31].[OH2:32]>>[F:1][c:2]1[cH:3][cH:4][c:5](-[n:8]2[n:9][c:10]([CH2:21][NH:22][CH:23]3[CH2:24][N:25]4[CH2:26][CH2:27][CH:28]3[CH2:29][CH2:30]4)[c:11]3[c:12]([C:17](=[O:18])[O-:19])[cH:13][cH:14][cH:15][c:16]23)[cH:6][cH:7]1.[Li+:34]. The reactants are N#Cc1cc(Br)cc2ccccc12, O=C([O-])[O-], COC(=O)c1ccc(B(O)O)cc1, CN(C)C=O, [Cs+], [Cs+], O, c1ccc(P(c2ccccc2)(c2ccccc2)[Pd](P(c2ccccc2)(c2ccccc2)c2ccccc2)(P(c2ccccc2)(c2ccccc2)c2ccccc2)P(c2ccccc2)(c2ccccc2)c2ccccc2)cc1. Product: COC(=O)c1ccc(-c2cc(C#N)c3ccccc3c2)cc1. Reaction SMILES: [Br:14][c:15]1[cH:16][c:17]([C:25]#[N:26])[c:18]2[cH:19][cH:20][cH:21][cH:22][c:23]2[cH:24]1.[C:27](=[O:28])([O-:29])[O-:30].[CH3:1][O:2][C:3](=[O:4])[c:5]1[cH:6][cH:7][c:8]([B:11]([OH:12])[OH:13])[cH:9][cH:10]1.[CH3:33][N:34]([CH3:35])[CH:36]=[O:37].[Cs+:31].[Cs+:32].[OH2:115].[cH:38]1[cH:39][cH:40][c:41]([P:42]([Pd:43]([P:44]([c:45]2[cH:46][cH:47][cH:48][cH:49][cH:50]2)([c:51]2[cH:52][cH:53][cH:54][cH:55][cH:56]2)[c:57]2[cH:58][cH:59][cH:60][cH:61][cH:62]2)([P:63]([c:64]2[cH:65][cH:66][cH:67][cH:68][cH:69]2)([c:70]2[cH:71][cH:72][cH:73][cH:74][cH:75]2)[c:76]2[cH:77][cH:78][cH:79][cH:80][cH:81]2)[P:82]([c:83]2[cH:84][cH:85][cH:86][cH:87][cH:88]2)([c:89]2[cH:90][cH:91][cH:92][cH:93][cH:94]2)[c:95]2[cH:96][cH:97][cH:98][cH:99][cH:100]2)([c:101]2[cH:102][cH:103][cH:104][cH:105][cH:106]2)[c:107]2[cH:108][cH:109][cH:110][cH:111][cH:112]2)[cH:113][cH:114]1>>[CH3:1][O:2][C:3](=[O:4])[c:5]1[cH:6][cH:7][c:8](-[c:15]2[cH:16][c:17]([C:25]#[N:26])[c:18]3[cH:19][cH:20][cH:21][cH:22][c:23]3[cH:24]2)[cH:9][cH:10]1. Starting materials: NC1=CC(=C(C=C1)C1(COC1)O)F (3-(4-amino-2-fluorophenyl)oxetan-3-ol), N1=CC=CC=C1 (pyridine), ClC(=O)OC1=CC=CC=C1 (phenyl chloroformate). Run in CC(=O)C (acetone). Reaction conditions: time 1 hour. Product: FC=1C=C(C=CC1C1(COC1)O)NC(OC1=CC=CC=C1)=O (phenyl 3-fluoro-4-(3-hydroxyoxetan-3-yl)phenylcarbamate). Yield: 57.9%. Reaction SMILES: [NH2:1][C:2]1[CH:7]=[CH:6][C:5]([C:8]2([OH:12])[CH2:11][O:10][CH2:9]2)=[C:4]([F:13])[CH:3]=1.N1C=CC=CC=1.Cl[C:21]([O:23][C:24]1[CH:29]=[CH:28][CH:27]=[CH:26][CH:25]=1)=[O:22]>CC(C)=O>[F:13][C:4]1[CH:3]=[C:2]([NH:1][C:21](=[O:22])[O:23][C:24]2[CH:29]=[CH:28][CH:27]=[CH:26][CH:25]=2)[CH:7]=[CH:6][C:5]=1[C:8]1([OH:12])[CH2:9][O:10][CH2:11]1. Procedure: To a stirred solution of 3-(4-amino-2-fluorophenyl)oxetan-3-ol (0.93 g, 5.08 mmol, 1.0 eq) in acetone (10 mL) was added pyridine (0.82 mL, 10.16 mmol, 2.0 eq) and phenyl chloroformate (0.7 mL, 5.59 mmol, 1.1 eq) at 0° C. and the mixture was stirred at RT for 1 h. The solvents was evaporated and the crude product was extracted with EtOAC (25 mL), diluted with water (15 mL), washed with brine (10 mL), dried over anhydrous Na2SO4 and evaporated under vacuum. The resulting residue was washed with di... The reactants are COC(C)=O (acetic acid methyl ester), COC(COC=1C=C2[C@@H](C[C@@H](N(C2=CC1)C(C1=CC=C(C=C1)F)=O)C)N(C(CC)=O)C1=CC=C(C=C1)Cl)=O ((±)-cis-[4-[(4-chloro-phenyl)-propionyl-amino]-1-(4-fluoro-benzoyl)-2-methyl-1,2,3,4-tetrahydro-quinolin-6-yloxy]-acetic acid methyl ester), N (ammonia). Solvent: CO (methanol). The product is C(N)(=O)COC=1C=C2[C@@H](C[C@@H](N(C2=CC1)C(C1=CC=C(C=C1)F)=O)C)N(C(CC)=O)C1=CC=C(C=C1)Cl ((±)-Cis-N-[6-carbamoylmethoxy-1-(4-fluoro-benzoyl)-2-methyl-1,2,3,4-tetrahydro-quinolin-4-yl]-N-(4-chloro-phenyl)-propionamide), product. Yield: 76.0%. Reaction SMILES: COC(=O)C.C[O:7][C:8](=O)[CH2:9][O:10][C:11]1[CH:12]=[C:13]2[C:18](=[CH:19][CH:20]=1)[N:17]([C:21](=[O:29])[C:22]1[CH:27]=[CH:26][C:25]([F:28])=[CH:24][CH:23]=1)[C@@H:16]([CH3:30])[CH2:15][C@H:14]2[N:31]([C:36]1[CH:41]=[CH:40][C:39]([Cl:42])=[CH:38][CH:37]=1)[C:32](=[O:35])[CH2:33][CH3:34].[NH3:44]>CO>[C:8]([CH2:9][O:10][C:11]1[CH:12]=[C:13]2[C:18](=[CH:19][CH:20]=1)[N:17]([C:21](=[O:29])[C:22]1[CH:23]=[CH:24][C:25]([F:28])=[CH:26][CH:27]=1)[C@@H:16]([CH3:30])[CH2:15][C@H:14]2[N:31]([C:36]1[CH:37]=[CH:38][C:39]([Cl:42])=[CH:40][CH:41]=1)[C:32](=[O:35])[CH2:33][CH3:34])(=[O:7])[NH2:44]. Reported procedure: (±)-Cis-N-[6-carbamoylmethoxy-1-(4-fluoro-benzoyl)-2-methyl-1,2,3,4-tetrahydro-quinolin-4-yl]-N-(4-chloro-phenyl)-propionamide was prepared from (±)-cis-4-[(4-chloro-phenyl)-propionyl-amino]-1-(4-fluoro-benzoyl)-2-methyl-1,2,3,4-tetrahydro-quinolin-6-yloxy]-acetic acid methyl ester. To solid (±)-cis-[4-[(4-chloro-phenyl)-propionyl-amino]-1-(4-fluoro-benzoyl)-2-methyl-1,2,3,4-tetrahydro-quinolin-6-yloxy]-acetic acid methyl ester (76 mg, 0.14 mmol) was added a solution of ammonia in methanol (2 M,...